This data is from the Open Reaction Database (ORD), a public repository of structured organic reaction records. The task is: describe an organic reaction: reactants, conditions, products, and yield The reactants are COc1ccc(C2CCOCC2)c2sc(N)nc12, O=C(Cl)Oc1ccccc1, OCC1CCNCC1. Yields the product COc1ccc(C2CCOCC2)c2sc(NC(=O)N3CCC(CO)CC3)nc12. As a reaction SMILES: [CH3:1][O:2][c:3]1[cH:4][cH:5][c:6]([CH:13]2[CH2:14][CH2:15][O:16][CH2:17][CH2:18]2)[c:7]2[c:8]1[n:9][c:10]([NH2:12])[s:11]2.[Cl:19][C:20](=[O:21])[O:22][c:23]1[cH:24][cH:25][cH:26][cH:27][cH:28]1.[OH:29][CH2:30][CH:31]1[CH2:32][CH2:33][NH:34][CH2:35][CH2:36]1>>[CH3:1][O:2][c:3]1[cH:4][cH:5][c:6]([CH:13]2[CH2:14][CH2:15][O:16][CH2:17][CH2:18]2)[c:7]2[c:8]1[n:9][c:10]([NH:12][C:20](=[O:21])[N:34]1[CH2:33][CH2:32][CH:31]([CH2:30][OH:29])[CH2:36][CH2:35]1)[s:11]2.